Dataset: the Open Reaction Database (ORD), a public repository of structured organic reaction records. Task: describe an organic reaction: reactants, conditions, products, and yield Starting materials: CCCCO, Nc1cc(C2CC2)[nH]n1, CCN(C(C)C)C(C)C, Clc1cc(Cl)nc(Cl)n1. The product is Clc1cc(Nc2cc(C3CC3)[nH]n2)nc(Cl)n1. RXN SMILES: [CH2:28]([OH:29])[CH2:30][CH2:31][CH3:32].[CH:10]1([c:13]2[cH:14][c:15]([NH2:18])[n:16][nH:17]2)[CH2:11][CH2:12]1.[CH:19]([N:20]([CH:21]([CH3:22])[CH3:23])[CH2:24][CH3:25])([CH3:26])[CH3:27].[Cl:1][c:2]1[n:3][c:4]([Cl:9])[cH:5][c:6]([Cl:8])[n:7]1>>[Cl:1][c:2]1[n:3][c:4]([NH:18][c:15]2[cH:14][c:13]([CH:10]3[CH2:11][CH2:12]3)[nH:17][n:16]2)[cH:5][c:6]([Cl:8])[n:7]1. Reactants: O (water), C([O-])(O)=O.[Na+] (sodium bicarbonate), FC(C1=CC=C(C=C1)B(O)O)(F)F ([4-(trifluoromethyl)phenyl]boronic acid), ClC1=NC=CC(=C1)C#N (2-Chloropyridine-4-carbonitrile). Run in C(OC)COC (dimethoxyethane). The product is FC(C1=CC=C(C=C1)C1=NC=CC(=C1)C#N)(F)F (2-[4-(trifluoromethyl)phenyl]pyridine-4-carbonitrile). Yield: 47.0%. Reaction SMILES: Cl[C:2]1[CH:7]=[C:6]([C:8]#[N:9])[CH:5]=[CH:4][N:3]=1.O.C(=O)(O)[O-].[Na+].[F:16][C:17]([F:28])([F:27])[C:18]1[CH:23]=[CH:22][C:21](B(O)O)=[CH:20][CH:19]=1>C(COC)OC>[F:16][C:17]([F:28])([F:27])[C:18]1[CH:23]=[CH:22][C:21]([C:2]2[CH:7]=[C:6]([C:8]#[N:9])[CH:5]=[CH:4][N:3]=2)=[CH:20][CH:19]=1 |f:2.3|. Procedure details: 2-Chloropyridine-4-carbonitrile 19 (2.96 g, 21.35 mmol) was dissolved in 100 ml of dimethoxyethane. The solution was added with 70 ml of water, sodium bicarbonate (3 equiv., 5.38 g), [4-(trifluoromethyl)phenyl]boronic acid (1.2 equiv., 4.87 g) and the mixture was then stirred at rt for 5′. The mixture was degassed and placed under argon. A catalytic amount of tetrakispalladium was added and the mixture heated at 100° C. overnight. The solvents were evaporated off and the resulting residue dissol... Yields the product COC(C1=CN=C(C=C1)OC1=CC(=C(C=C1)C(C(C(F)(F)F)(C=1C=CC2=C(N(C(CO2)=O)C)C1)O)C)Cl)=O (6-{3-Chloro-4-[3,3,3-trifluoro-2-hydroxy-1-methyl-2-(4-methyl-3-oxo-3,4-dihydro-2H-benzo[1,4]oxazin-6-yl)-propyl]-phenoxy}-nicotinic acid methyl ester). Procedure details: To a solution of 6-[2-(2-chloro-4-hydroxy-phenyl)-1-hydroxy-1-trifluoromethyl-propyl]-4-methyl-4H-benzo[1,4]oxazin-3-one (200 mg, 0.48 mmol, Example 56, step 4) in N′N-dimethylformamide (2.0 ml) were added methyl 6-chloropyridine-3-carboxylate (93 mg, 0.53 mmol) and potassium carbonate (199 mg, 1.44 mmol). The mixture was stirred for 4 h at 110° C. After cooling to r.t. water was added and the mixture was extracted twice with AcOEt. The organic phases were washed with water and brine, dried (MgS... Solvent: N′N-dimethylformamide, O (water). The reactants are ClC1=C(C=CC(=C1)O)C(C(C(F)(F)F)(O)C=1C=CC2=C(N(C(CO2)=O)C)C1)C (6-[2-(2-Chloro-4-hydroxy-phenyl)-1-hydroxy-1-trifluoromethyl-propyl]-4-methyl-4H-benzo[1,4]oxazin-3-one), ClC1=CC=C(C=N1)C(=O)OC (methyl 6-chloropyridine-3-carboxylate), C([O-])([O-])=O.[K+].[K+] (potassium carbonate). As a reaction SMILES: [Cl:1][C:2]1[CH:7]=[C:6]([OH:8])[CH:5]=[CH:4][C:3]=1[CH:9]([CH3:28])[C:10]([C:16]1[CH:17]=[CH:18][C:19]2[O:24][CH2:23][C:22](=[O:25])[N:21]([CH3:26])[C:20]=2[CH:27]=1)([OH:15])[C:11]([F:14])([F:13])[F:12].Cl[C:30]1[N:35]=[CH:34][C:33]([C:36]([O:38][CH3:39])=[O:37])=[CH:32][CH:31]=1.C(=O)([O-])[O-].[K+].[K+]>O>[CH3:39][O:38][C:36](=[O:37])[C:33]1[CH:32]=[CH:31][C:30]([O:8][C:6]2[CH:5]=[CH:4][C:3]([CH:9]([CH3:28])[C:10]([OH:15])([C:16]3[CH:17]=[CH:18][C:19]4[O:24][CH2:23][C:22](=[O:25])[N:21]([CH3:26])[C:20]=4[CH:27]=3)[C:11]([F:12])([F:13])[F:14])=[C:2]([Cl:1])[CH:7]=2)=[N:35][CH:34]=1 |f:2.3.4|. Reaction conditions: temperature 110 celsius, time 4 hour. Isolated yield 9.1%.